From a dataset of the Open Reaction Database (ORD), a public repository of structured organic reaction records. describe an organic reaction: reactants, conditions, products, and yield The reactants are CCOC(=O)CBr, C1=C(C2=NNCCCCCCCC2)CCCCCCCCC1, CCCNc1ccccc1, C1COCCO1, O. Product: CCCN(CC(=O)OCC)c1ccccc1. As a reaction SMILES: [Br:11][CH2:12][C:13](=[O:14])[O:15][CH2:16][CH3:17].[C:24]1([C:25]2=[CH:35][CH2:34][CH2:33][CH2:32][CH2:31][CH2:30][CH2:29][CH2:28][CH2:27][CH2:26]2)=[N:45][NH:44][CH2:43][CH2:42][CH2:41][CH2:40][CH2:39][CH2:38][CH2:37][CH2:36]1.[CH2:1]([CH2:2][CH3:3])[NH:4][c:5]1[cH:6][cH:7][cH:8][cH:9][cH:10]1.[O:18]1[CH2:19][CH2:20][O:21][CH2:22][CH2:23]1.[OH2:46]>>[CH2:1]([CH2:2][CH3:3])[N:4]([c:5]1[cH:6][cH:7][cH:8][cH:9][cH:10]1)[CH2:12][C:13](=[O:14])[O:15][CH2:16][CH3:17]. Run in O (H2O). Reaction SMILES: [CH2:1]([N:12]([CH2:17][C:18]([OH:20])=[O:19])[CH2:13][C:14]([OH:16])=[O:15])[CH2:2][N:3]([CH2:8][C:9]([OH:11])=[O:10])[CH2:4][C:5]([OH:7])=[O:6].[OH-].[Na+:22].[Na]>O>[CH2:2]([N:3]([CH2:8][C:9]([O-:11])=[O:10])[CH2:4][C:5]([O-:7])=[O:6])[CH2:1][N:12]([CH2:17][C:18]([O-:20])=[O:19])[CH2:13][C:14]([O-:16])=[O:15].[Na+:22].[Na+:22].[Na+:22].[Na+:22] |f:1.2,5.6.7.8.9,^1:22|. The product is C(CN(CC(=O)[O-])CC(=O)[O-])N(CC(=O)[O-])CC(=O)[O-].[Na+].[Na+].[Na+].[Na+] (sodium EDTA). Reactants: solid, C(CN(CC(=O)O)CC(=O)O)N(CC(=O)O)CC(=O)O (ethylenediaminetetraacetic acid), aqueous solution, [OH-].[Na+] (sodium hydroxide), [Na] (sodium). Procedure: A solution of tetrasodium ethylenediaminetetraacetate was prepared by mixing 8.0033 grams of solid ethylenediaminetetraacetic acid with 250 ml H2O and about 10.5 grams of a 50% aqueous solution of sodium hydroxide. This mixture includes sufficient sodium to provide a pH at least 12 (actual pH was 13.1) in the resulting solution of sodium EDTA. A large excess of caustic was avoided, because excess caustic will, in the next step of the process, react with cobalt to form cobalt hydroxide which read... Reactants: C1CCOC1, C=CCON=C(C)CCO, ClCc1ccccc1, [Na+], [OH-]. Yields the product C=CCON=C(C)CCOCc1ccccc1. RXN SMILES: [CH2:19]1[O:20][CH2:21][CH2:22][CH2:23]1.[CH2:1]([CH:2]=[CH2:3])[O:4][N:5]=[C:6]([CH2:7][CH2:8][OH:9])[CH3:10].[Cl:11][CH2:12][c:13]1[cH:14][cH:15][cH:16][cH:17][cH:18]1.[Na+:25].[OH-:24]>>[CH2:1]([CH:2]=[CH2:3])[O:4][N:5]=[C:6]([CH2:7][CH2:8][O:9][CH2:12][c:13]1[cH:14][cH:15][cH:16][cH:17][cH:18]1)[CH3:10]. The product is CCOc1nc(C(C)(C)C)ncc1C1=NC(c2ccc(Cl)cc2)C(c2ccc(Cl)cc2)N1C(=O)N1CCN(CC(=O)N2CCOCC2)CC1. Starting materials: CCOc1nc(C(C)(C)C)ncc1C1=NC(c2ccc(Cl)cc2)C(c2ccc(Cl)cc2)N1C(=O)N1CCNC(=O)C1, Cl, O=C(CN1CCNCC1)N1CCOCC1. Reaction SMILES: [C:2]([CH3:3])([CH3:4])([CH3:5])[c:6]1[n:7][cH:8][c:9]([C:15]2=[N:19][CH:18]([c:20]3[cH:21][cH:22][c:23]([Cl:26])[cH:24][cH:25]3)[CH:17]([c:27]3[cH:28][cH:29][c:30]([Cl:33])[cH:31][cH:32]3)[N:16]2[C:34](=[O:35])[N:36]2[CH2:37][CH2:38][NH:39][C:40](=[O:41])[CH2:42]2)[c:10]([O:12][CH2:13][CH3:14])[n:11]1.[ClH:1].[O:43]1[CH2:44][CH2:45][N:46]([C:49]([CH2:50][N:51]2[CH2:52][CH2:53][NH:54][CH2:55][CH2:56]2)=[O:57])[CH2:47][CH2:48]1>>[C:2]([CH3:3])([CH3:4])([CH3:5])[c:6]1[n:7][cH:8][c:9]([C:15]2=[N:19][CH:18]([c:20]3[cH:21][cH:22][c:23]([Cl:26])[cH:24][cH:25]3)[CH:17]([c:27]3[cH:28][cH:29][c:30]([Cl:33])[cH:31][cH:32]3)[N:16]2[C:34](=[O:35])[N:54]2[CH2:53][CH2:52][N:51]([CH2:50][C:49]([N:46]3[CH2:45][CH2:44][O:43][CH2:48][CH2:47]3)=[O:57])[CH2:56][CH2:55]2)[c:10]([O:12][CH2:13][CH3:14])[n:11]1. Procedure: 68.9 ml of a 2.0M solution of cyclopentadienyl sodium in tetrahydrofuran (THF) are added to a solution of 100 millimoles of the γ-butenyl 1-tosylate prepared in the preceding stage (a), in 200 ml of THF cooled to 0° C. The mixture is heated to ambient temperature (20° C.) and is stirred for 16 hours. 100 ml of an aqueous saline solution are added to the mixture and the product is extracted with ether (3′ 75 ml). The organic fractions are dried over magnesium sulphate for 2 hours, filtered and th... The reactants are aqueous saline solution, solution, C1(C=CC=C1)[Na] (cyclopentadienyl sodium), S(=O)(=O)(OCCC=C)C1=CC=C(C)C=C1 (γ-butenyl 1-tosylate). The product is C(CC=C)C1=CC=CC1 (γ-butenylcyclopentadiene). RXN SMILES: [CH:1]1([Na])[CH:5]=[CH:4][CH:3]=[CH:2]1.S(C1C=CC(C)=CC=1)(O[CH2:11][CH2:12][CH:13]=[CH2:14])(=O)=O>O1CCCC1>[CH2:14]([C:2]1[CH2:1][CH:5]=[CH:4][CH:3]=1)[CH2:13][CH:12]=[CH2:11]. Run at temperature 0 celsius, time 16 hour. The solvent is O1CCCC1 (tetrahydrofuran), O1CCCC1 (THF).